Dataset: the Open Reaction Database (ORD), a public repository of structured organic reaction records. Task: describe an organic reaction: reactants, conditions, products, and yield Reactants: ClC=1C=C2C=C(NC2=C(C1)Cl)C1=CC(=CC(=C1)Cl)Cl (5, 7-dichloro-2-(3,5-dichlorophenyl)indole), [N+](=O)(O)[O-] (HNO3). The solvent is C(C)(=O)O (acetic acid). Reaction conditions: temperature 90 celsius. The product is ClC=1C=C2C(=C(NC2=C(C1)Cl)C1=CC(=CC(=C1)Cl)Cl)[N+](=O)[O-] (5,7-Dichloro-2-(3,5-dichlorophenyl)-3-nitroindole). Yield: 42.0%. Reaction SMILES: [Cl:1][C:2]1[CH:3]=[C:4]2[C:8](=[C:9]([Cl:11])[CH:10]=1)[NH:7][C:6]([C:12]1[CH:17]=[C:16]([Cl:18])[CH:15]=[C:14]([Cl:19])[CH:13]=1)=[CH:5]2.[N+:20]([O-])([OH:22])=[O:21]>C(O)(=O)C>[Cl:1][C:2]1[CH:3]=[C:4]2[C:8](=[C:9]([Cl:11])[CH:10]=1)[NH:7][C:6]([C:12]1[CH:13]=[C:14]([Cl:19])[CH:15]=[C:16]([Cl:18])[CH:17]=1)=[C:5]2[N+:20]([O-:22])=[O:21]. Reported procedure: A mixture of 5, 7-dichloro-2-(3,5-dichlorophenyl)indole (1.25 g, 3.8 mmole) in acetic acid is treated dropwise with 3 mL of concentrated HNO3 at 90° C., maintained at 90° C. for 1 hour, cooled and filtered. The filtercake is air-dried and recrystallized from methanol/water to afford the title product as a yellow solid, 0.60 g, (42% yield), mp 272°-273° C., identified by IR, 1HNMR and elemental analyses. Starting materials: Isobutyl nitrile, ClC1=CC=C(CCNC(=O)C2=CC(=C(OC3=C(C=C(C=C3)CC(=O)OC)F)C=C2)N)C=C1 (methyl 2-(4-(4-((4-chlorophenethyl)carbamoyl)-2-aminophenoxy)-3-fluorophenyl)acetate). The solvent is CN(C)C=O (DMF), C(C)(=O)OCC (ethyl acetate), CN(C)C=O (DMF). Conditions: temperature 60 celsius, time 30 minute. Product: ClC1=CC=C(CCNC(=O)C2=CC=C(OC3=C(C=C(C=C3)CC(=O)OC)F)C=C2)C=C1 (methyl 2-(4-(4-((4-chlorophenethyl)carbamoyl)phenoxy)-3-fluorophenyl)acetate). Isolated yield 39.6%. RXN SMILES: [Cl:1][C:2]1[CH:32]=[CH:31][C:5]([CH2:6][CH2:7][NH:8][C:9]([C:11]2[CH:29]=[CH:28][C:14]([O:15][C:16]3[CH:21]=[CH:20][C:19]([CH2:22][C:23]([O:25][CH3:26])=[O:24])=[CH:18][C:17]=3[F:27])=[C:13](N)[CH:12]=2)=[O:10])=[CH:4][CH:3]=1>CN(C=O)C.C(OCC)(=O)C>[Cl:1][C:2]1[CH:3]=[CH:4][C:5]([CH2:6][CH2:7][NH:8][C:9]([C:11]2[CH:29]=[CH:28][C:14]([O:15][C:16]3[CH:21]=[CH:20][C:19]([CH2:22][C:23]([O:25][CH3:26])=[O:24])=[CH:18][C:17]=3[F:27])=[CH:13][CH:12]=2)=[O:10])=[CH:31][CH:32]=1. Procedure: Isobutyl nitrile (0.060 ml, 0.51 mmol) was diluted with DMF (2 mL), placed under nitrogen and heated to 60° C. followed by the addition of methyl 2-(4-(4-((4-chlorophenethyl)carbamoyl)-2-aminophenoxy)-3-fluorophenyl)acetate (93 mg, 0.20 mmol) in 500 μL of DMF. The reaction was stirred 30 minutes and then cooled. The reaction was diluted with ethyl acetate and washed with 2N HCl and saturated sodium bicarbonate. The layers were separated and the organic layer was dried over MgSO4, filtered and co...